Dataset: the Open Reaction Database (ORD), a public repository of structured organic reaction records. Task: describe an organic reaction: reactants, conditions, products, and yield Run at temperature 110 celsius. Solvent: CN(C)C=O (DMF). Reactants: ClC1=CC=C(C=C1)S(=O)(=O)N1C2C(C(CC1CCC2)=O)CC (9-(4-chloro-benzenesulfonyl)-2-ethyl-9-aza-bicyclo[3.3.1]nonan-3-one), COC(N(C)C)OC (N,N-dimethylformamide dimethyl acetal). Procedure: To a stirring mixture of 9-(4-chloro-benzenesulfonyl)-2-ethyl-9-aza-bicyclo[3.3.1]nonan-3-one (180 mg, 0.52 mmol) in DMF (1 mL,) was added N,N-dimethylformamide dimethyl acetal (1 mL). The resulting mixture was heated to 110° C. for 2 h after which the reaction mixture was concentrated under reduced pressure to give the desired product as a brown oil. This crude product was directly taken to the next reaction without any further purification. Retention time (min)=2.365 min, Method [1], MS (ESI) ... The product is ClC1=CC=C(C=C1)S(=O)(=O)N1C2C(C(C(C1CCC2)CC)=O)=CN(C)C (9-(4-Chloro-benzenesulfonyl)-2-dimethylaminomethylene-4-ethyl-9-aza-bicyclo[3.3.1]nonan-3-one). Reaction SMILES: [Cl:1][C:2]1[CH:7]=[CH:6][C:5]([S:8]([N:11]2[CH:16]3[CH2:17][CH2:18][CH2:19][CH:12]2[CH:13]([CH2:21][CH3:22])[C:14](=[O:20])[CH2:15]3)(=[O:10])=[O:9])=[CH:4][CH:3]=1.CO[CH:25](OC)[N:26]([CH3:28])[CH3:27]>CN(C=O)C>[Cl:1][C:2]1[CH:3]=[CH:4][C:5]([S:8]([N:11]2[CH:12]3[CH2:19][CH2:18][CH2:17][CH:16]2[C:15](=[CH:25][N:26]([CH3:28])[CH3:27])[C:14](=[O:20])[CH:13]3[CH2:21][CH3:22])(=[O:9])=[O:10])=[CH:6][CH:7]=1. Reactants: O=C(O)C(F)(F)F, CC(C)(C)OC(=O)Nc1nc(-c2ccco2)c(C(=O)C2CCOCC2)s1. Yields the product Nc1nc(-c2ccco2)c(C(=O)C2CCOCC2)s1. As a reaction SMILES: [OH:27][C:28]([C:29]([F:30])([F:31])[F:32])=[O:33].[o:1]1[c:2](-[c:6]2[n:7][c:8]([NH:19][C:20](=[O:21])[O:22][C:23]([CH3:24])([CH3:25])[CH3:26])[s:9][c:10]2[C:11](=[O:12])[CH:13]2[CH2:14][CH2:15][O:16][CH2:17][CH2:18]2)[cH:3][cH:4][cH:5]1>>[o:1]1[c:2](-[c:6]2[n:7][c:8]([NH2:19])[s:9][c:10]2[C:11](=[O:12])[CH:13]2[CH2:14][CH2:15][O:16][CH2:17][CH2:18]2)[cH:3][cH:4][cH:5]1. Starting materials: Cl.Cl.Cl.N1CCC(CC1)N1CC(C1)(N1N=CC(=C1)C=1C2=C(N=CN1)N(C=C2)COCC[Si](C)(C)C)CC#N ({1-piperidin-4-yl-3-[4-(7-{[2-(trimethylsilyl)ethoxy]methyl}-7H-pyrrolo[2,3-d]pyrimidin-4-yl)-1H-pyrazol-1-yl]azetidin-3-yl}acetonitrile trihydrochloride), FC(C=1N=C(SC1)C(=O)O)(F)F (4-trifluoromethylthiazol-2-ylcarboxylic acid). The product is N1=CN=C(C2=C1NC=C2)C=2C=NN(C2)C2(CN(C2)C2CCN(CC2)C(=O)C=2SC=C(N2)C(F)(F)F)CC#N ([3-[4-(7H-Pyrrolo[2,3-d]pyrimidin-4-yl)-1H-pyrazol-1-yl]-1-(1-{[4-(trifluoromethyl)-1,3-thiazol-2-yl]carbonyl}piperidin-4-yl)azetidin-3-yl]acetonitrile). Reaction SMILES: Cl.Cl.Cl.[NH:4]1[CH2:9][CH2:8][CH:7]([N:10]2[CH2:13][C:12]([CH2:36][C:37]#[N:38])([N:14]3[CH:18]=[C:17]([C:19]4[C:20]5[CH:27]=[CH:26][N:25](COCC[Si](C)(C)C)[C:21]=5[N:22]=[CH:23][N:24]=4)[CH:16]=[N:15]3)[CH2:11]2)[CH2:6][CH2:5]1.[F:39][C:40]([F:50])([F:49])[C:41]1[N:42]=[C:43]([C:46](O)=[O:47])[S:44][CH:45]=1>>[N:22]1[C:21]2[NH:25][CH:26]=[CH:27][C:20]=2[C:19]([C:17]2[CH:16]=[N:15][N:14]([C:12]3([CH2:36][C:37]#[N:38])[CH2:13][N:10]([CH:7]4[CH2:8][CH2:9][N:4]([C:46]([C:43]5[S:44][CH:45]=[C:41]([C:40]([F:49])([F:39])[F:50])[N:42]=5)=[O:47])[CH2:5][CH2:6]4)[CH2:11]3)[CH:18]=2)=[N:24][CH:23]=1 |f:0.1.2.3|. Procedure details: Reaction of {1-piperidin-4-yl-3-[4-(7-{[2-(trimethylsilyl)ethoxy]methyl}-7H-pyrrolo[2,3-d]pyrimidin-4-yl)-1H-pyrazol-1-yl]azetidin-3-yl}acetonitrile trihydrochloride with 4-trifluoromethylthiazol-2-ylcarboxylic acid following the procedure described for Example 1, followed by HPLC purification (method B) provided the title compound. LC-MS: 542.2 (M+H)+. The reactants are CCOC(=O)CBr, O=C([O-])[O-], CC(C)=O, COc1ccc(Cl)cc1O, [Cs+], [Cs+]. Product: CCOC(=O)COc1cc(Cl)ccc1OC. RXN SMILES: [Br:17][CH2:18][C:19](=[O:20])[O:21][CH2:22][CH3:23].[C:11](=[O:12])([O-:13])[O-:14].[CH3:24][C:25](=[O:26])[CH3:27].[Cl:1][c:2]1[cH:3][cH:4][c:5]([O:9][CH3:10])[c:6]([OH:8])[cH:7]1.[Cs+:15].[Cs+:16]>>[Cl:1][c:2]1[cH:3][cH:4][c:5]([O:9][CH3:10])[c:6]([O:8][CH2:18][C:19](=[O:20])[O:21][CH2:22][CH3:23])[cH:7]1.